Dataset: the Open Reaction Database (ORD), a public repository of structured organic reaction records. Task: describe an organic reaction: reactants, conditions, products, and yield Reactants: ketone, C(C1=CC=CC=C1)(=O)C1=CC=CC=C1 (benzophenone), carboxylic acid. The solvent is C(C)(=O)O (acetic acid). Yields the product C(C)(=O)C1=CC=CC=C1 (acetophenone). RXN SMILES: [C:1]([C:9]1C=CC=CC=1)(=[O:8])[C:2]1[CH:7]=[CH:6][CH:5]=[CH:4][CH:3]=1>C(O)(=O)C>[C:1]([C:2]1[CH:7]=[CH:6][CH:5]=[CH:4][CH:3]=1)(=[O:8])[CH3:9]. Reported procedure: A method according to claim 1 wherein the ketone is benzophenone and the carboxylic acid is acetic acid to yield acetophenone.